Dataset: the Open Reaction Database (ORD), a public repository of structured organic reaction records. Task: describe an organic reaction: reactants, conditions, products, and yield The reactants are CC(=O)C1CCOC1=O, C=O, c1ccc(CNCc2ccccc2)cc1, O. Product: CC(=O)C1(CN(Cc2ccccc2)Cc2ccccc2)CCOC1=O. As a reaction SMILES: [C:18]([CH3:19])(=[O:20])[CH:21]1[C:22](=[O:26])[O:23][CH2:24][CH2:25]1.[CH2:16]=[O:17].[CH2:1]([c:2]1[cH:3][cH:4][cH:5][cH:6][cH:7]1)[NH:8][CH2:9][c:10]1[cH:11][cH:12][cH:13][cH:14][cH:15]1.[OH2:27]>>[CH2:1]([c:2]1[cH:3][cH:4][cH:5][cH:6][cH:7]1)[N:8]([CH2:9][c:10]1[cH:11][cH:12][cH:13][cH:14][cH:15]1)[CH2:16][C:21]1([C:18]([CH3:19])=[O:20])[C:22](=[O:26])[O:23][CH2:24][CH2:25]1. Reactants: ClC1=CC=C(C=C1)N1C([C@H](CC1)CN1CCN(CC1)CCOC)=O ((R)-1-(4-chlorophenyl)-3-(4-(2-methoxyethyl)piperazin-1-yl)methyl-2-pyrrolidinone), Br (hydrobromic acid). Run in C(C)O (ethanol), C(C)O (ethanol). Yields the product Br.Br.ClC1=CC=C(C=C1)N1C([C@H](CC1)CN1CCN(CC1)CCOC)=O ((R)-1-(4-chlorophenyl)-3-(4-(2-methoxyethyl)piperazin-1-yl)methyl-2-pyrrolidinone dihydrobromide). The yield is 95.0%. RXN SMILES: [BrH:1].[Cl:2][C:3]1[CH:8]=[CH:7][C:6]([N:9]2[CH2:13][CH2:12][C@H:11]([CH2:14][N:15]3[CH2:20][CH2:19][N:18]([CH2:21][CH2:22][O:23][CH3:24])[CH2:17][CH2:16]3)[C:10]2=[O:25])=[CH:5][CH:4]=1>C(O)C>[BrH:1].[BrH:1].[Cl:2][C:3]1[CH:8]=[CH:7][C:6]([N:9]2[CH2:13][CH2:12][C@H:11]([CH2:14][N:15]3[CH2:16][CH2:17][N:18]([CH2:21][CH2:22][O:23][CH3:24])[CH2:19][CH2:20]3)[C:10]2=[O:25])=[CH:5][CH:4]=1 |f:3.4.5|. Procedure: To a mixture of 379 mg of 47% hydrobromic acid aq. and 10 mL of ethanol was added a solution of 352 mg of (R)-1-(4-chlorophenyl)-3-(4-(2-methoxyethyl)piperazin-1-yl)methyl-2-pyrrolidinone in 10 mL of ethanol. The mixture was stirred at room temperature and then cooled. The precipitated solid was filtered and dried to give 488 mg of the title compound. Reactants: ClC=1C(=CC(=NC1)N[C@@H]1CC[C@H](CC1)O)C1=NC(=CC=C1)F (trans-4-(5′-chloro-6-fluoro-2,4′-bipyridin-2′-yl-amino)cyclohexanol), NC1CCN(CC1)C(=O)OC(C)(C)C (tert-butyl 4-aminopiperidine-1-carboxylate), ClC=1C(=CC(=NC1)N[C@@H]1CC[C@H](CC1)O)C1=NC(=CC=C1)NC1CCN(CC1)C(=O)OC(C)(C)C (tert-butyl 4-(5′-chloro-2′-(trans-4-hydroxycyclohexylamino)-2,4′-bipyridin-6-yl-amino)piperidine-1-carboxylate). The solvent is CS(=O)C (DMSO), CS(=O)C (DMSO). Run at temperature 105 celsius, time 40 hour. Product: ClC=1C(=CC(=NC1)N[C@@H]1CC[C@H](CC1)O)C1=NC(=CC=C1)NC1CCNCC1 (trans-4-(5′-chloro-6-(piperidin-4-yl-amino)-2,4′-bipyridin-2′-yl-amino)cyclohexanol). RXN SMILES: ClC1C(C2C=CC=C(F)N=2)=CC(N[C@H]2CC[C@H](O)CC2)=NC=1.NC1CCN(C(OC(C)(C)C)=O)CC1.[Cl:37][C:38]1[C:39]([C:52]2[CH:57]=[CH:56][CH:55]=[C:54]([NH:58][CH:59]3[CH2:64][CH2:63][N:62](C(OC(C)(C)C)=O)[CH2:61][CH2:60]3)[N:53]=2)=[CH:40][C:41]([NH:44][C@H:45]2[CH2:50][CH2:49][C@H:48]([OH:51])[CH2:47][CH2:46]2)=[N:42][CH:43]=1>CS(C)=O>[Cl:37][C:38]1[C:39]([C:52]2[CH:57]=[CH:56][CH:55]=[C:54]([NH:58][CH:59]3[CH2:64][CH2:63][NH:62][CH2:61][CH2:60]3)[N:53]=2)=[CH:40][C:41]([NH:44][C@H:45]2[CH2:50][CH2:49][C@H:48]([OH:51])[CH2:47][CH2:46]2)=[N:42][CH:43]=1. Reported procedure: A mixture of trans-4-(5′-chloro-6-fluoro-2,4′-bipyridin-2′-yl-amino)cyclohexanol (15.5 mg, 0.048 mmol), DMSO (0.4 ml), and tert-butyl 4-aminopiperidine-1-carboxylate (48.2 mg, 0.241 mmol) reaction mixture was stirred at 105° C. for 40 hr. LCMS indicated formation of the intermediate tert-butyl 4-(5′-chloro-2′-(trans-4-hydroxycyclohexylamino)-2,4′-bipyridin-6-yl-amino)piperidine-1-carboxylate (LCMS (m/z): 502.4 (MH+), retention time=0.70 min.). The Boc protecting group was removed from the interm... Reactants: N[C@@H]1C[C@](CCC1)(O)C#CC1=CC(=CC=C1)Cl ((1S,3S)-3-amino-1-(3-chloro-phenylethynyl)-cyclohexanol), CN(C)C(=[N+](C)C)ON1C2=C(C=CC=C2)N=N1.[B-](F)(F)(F)F (TBTU), CCN(C(C)C)C(C)C (DIPEA), CC1=CC=C(C(=O)O)C=C1 (4-methylbenzoic acid). The solvent is CC(=O)N(C)C (DMA), CC(=O)N(C)C (DMA). Run at time 20 minute. The product is ClC=1C=C(C=CC1)C#C[C@]1(C[C@H](CCC1)NC(C1=CC=C(C=C1)C)=O)O (N-[(1S,3S)-3-(3-chloro-phenylethynyl)-3-hydroxy-cyclohexyl]-4-methyl-benzamide). The yield is 80.0%. Reaction SMILES: CN(C(ON1N=NC2C=CC=CC1=2)=[N+](C)C)C.[B-](F)(F)(F)F.CCN(C(C)C)C(C)C.[CH3:32][C:33]1[CH:41]=[CH:40][C:36]([C:37]([OH:39])=O)=[CH:35][CH:34]=1.[NH2:42][C@H:43]1[CH2:48][CH2:47][CH2:46][C@:45]([C:50]#[C:51][C:52]2[CH:57]=[CH:56][CH:55]=[C:54]([Cl:58])[CH:53]=2)([OH:49])[CH2:44]1>CC(N(C)C)=O>[Cl:58][C:54]1[CH:53]=[C:52]([C:51]#[C:50][C@:45]2([OH:49])[CH2:46][CH2:47][CH2:48][C@H:43]([NH:42][C:37](=[O:39])[C:36]3[CH:35]=[CH:34][C:33]([CH3:32])=[CH:41][CH:40]=3)[CH2:44]2)[CH:57]=[CH:56][CH:55]=1 |f:0.1|. Reported procedure: A solution of TBTU (2-(1H-benzotriazole-1-yl)-1,1,3,3-tetramethyluronium tetrafluoroborate)(29.9 mg, 0.093 mmol) in DMA (0.23 ml) and DIPEA (36 μl, 0.213 mmol) was added to solid 4-methylbenzoic acid (11.6 mg, 0.085 mmol) under argon atmosphere at room temperature. After stirring for 20 min., a solution of (1S,3S)-3-amino-1-(3-chloro-phenylethynyl)-cyclohexanol (21.2 mg, 0.085 mmol) in DMA (0.43 ml) was added and the crude reaction mixture was purified without further treatment after stirring fo... Starting materials: CCC(C)(C)OC(=O)N1CC2CNCC(C2)C1, CC(C)O, N#Cc1ccc(OCC2CO2)cc1, O. Product: CCC(C)(C)OC(=O)N1CC2CC(CN(CC(O)COc3ccc(C#N)cc3)C2)C1. RXN SMILES: [CH:1]12[CH2:2][N:3]([C:10](=[O:11])[O:12][C:13]([CH3:14])([CH3:15])[CH2:16][CH3:17])[CH2:4][CH:5]([CH2:6][NH:7][CH2:8]1)[CH2:9]2.[CH:31]([OH:32])([CH3:33])[CH3:34].[O:18]1[CH:19]([CH2:21][O:22][c:23]2[cH:24][cH:25][c:26]([C:27]#[N:28])[cH:29][cH:30]2)[CH2:20]1.[OH2:35]>>[CH:1]12[CH2:2][N:3]([C:10](=[O:11])[O:12][C:13]([CH3:14])([CH3:15])[CH2:16][CH3:17])[CH2:4][CH:5]([CH2:6][N:7]([CH2:20][CH:19]([OH:18])[CH2:21][O:22][c:23]3[cH:24][cH:25][c:26]([C:27]#[N:28])[cH:29][cH:30]3)[CH2:8]1)[CH2:9]2. Yields the product CCOC(=O)CCCc1nc(Cl)oc1-c1ccc(F)c2ccccc12. Reaction SMILES: [F:1][c:2]1[cH:3][cH:4][c:5](-[c:12]2[c:13]([CH2:18][CH2:19][CH2:20][C:21](=[O:22])[O:23][CH2:24][CH3:25])[nH:14][c:15](=[O:17])[o:16]2)[c:6]2[cH:7][cH:8][cH:9][cH:10][c:11]12.[OH2:37].[P:26]([Cl:27])([Cl:28])([Cl:29])=[O:30].[cH:31]1[cH:32][cH:33][n:34][cH:35][cH:36]1>>[F:1][c:2]1[cH:3][cH:4][c:5](-[c:12]2[c:13]([CH2:18][CH2:19][CH2:20][C:21](=[O:22])[O:23][CH2:24][CH3:25])[n:14][c:15]([Cl:28])[o:16]2)[c:6]2[cH:7][cH:8][cH:9][cH:10][c:11]12. Reactants: CCOC(=O)CCCc1[nH]c(=O)oc1-c1ccc(F)c2ccccc12, O, O=P(Cl)(Cl)Cl, c1ccncc1. Reported procedure: 3.7 g of trifluoroacetaldehyde {2-fluoro-4-methyl-5-(2,2,2-trifluoroethylthio)phenyl}hydrazone was dissolved in 50 ml of N,N-dimethylformamide, and 2.0 g of N-bromosuccinimide was added at room temperature, followed by stirring at room temperature for 30 minutes. The reaction mixture was poured into water and extracted with ethyl acetate, and the organic layer was dried over anhydrous magnesium sulfate. The solvent was distilled off under reduced pressure to obtain 4.4 g of N-{2-fluoro-4-methyl-... The yield is 96.2%. Conditions: time 30 minute. The product is FC1=C(C=C(C(=C1)C)SCC(F)(F)F)NN=C(C(F)(F)F)Br (N-{2-fluoro-4-methyl-5-(2,2,2-trifluoroethylthio)phenyl}trifluoroacetohydrazonoyl bromide). Run in CN(C=O)C (N,N-dimethylformamide). As a reaction SMILES: [F:1][C:2]1[CH:7]=[C:6]([CH3:8])[C:5]([S:9][CH2:10][C:11]([F:14])([F:13])[F:12])=[CH:4][C:3]=1[NH:15][N:16]=[CH:17][C:18]([F:21])([F:20])[F:19].[Br:22]N1C(=O)CCC1=O.O>CN(C)C=O>[F:1][C:2]1[CH:7]=[C:6]([CH3:8])[C:5]([S:9][CH2:10][C:11]([F:14])([F:13])[F:12])=[CH:4][C:3]=1[NH:15][N:16]=[C:17]([Br:22])[C:18]([F:21])([F:19])[F:20]. Reactants: BrN1C(CCC1=O)=O (N-bromosuccinimide), FC1=C(C=C(C(=C1)C)SCC(F)(F)F)NN=CC(F)(F)F (trifluoroacetaldehyde {2-fluoro-4-methyl-5-(2,2,2-trifluoroethylthio)phenyl}hydrazone), O (water).